From a dataset of the Open Reaction Database (ORD), a public repository of structured organic reaction records. describe an organic reaction: reactants, conditions, products, and yield Reactants: CC(C)(C)[O-], CI, CN(C)C=O, [K+], CCOC(=O)c1c(Nc2ccccc2[N+](=O)[O-])sc2ccccc12. The product is CCOC(=O)c1c(N(C)c2ccccc2[N+](=O)[O-])sc2ccccc12. Reaction SMILES: [CH3:25][C:26]([CH3:27])([O-:28])[CH3:29].[CH3:31][I:32].[CH3:33][N:34]([CH3:35])[CH:36]=[O:37].[K+:30].[N+:1](=[O:2])([O-:3])[c:4]1[c:5]([NH:6][c:7]2[c:8]([C:16](=[O:17])[O:18][CH2:19][CH3:20])[c:9]3[c:10]([s:11]2)[cH:12][cH:13][cH:14][cH:15]3)[cH:21][cH:22][cH:23][cH:24]1>>[N+:1](=[O:2])([O-:3])[c:4]1[c:5]([N:6]([c:7]2[c:8]([C:16](=[O:17])[O:18][CH2:19][CH3:20])[c:9]3[c:10]([s:11]2)[cH:12][cH:13][cH:14][cH:15]3)[CH3:25])[cH:21][cH:22][cH:23][cH:24]1. Reactants: COc1ccc(Br)c(CO)c1, CC(C)[Si](Cl)(C(C)C)C(C)C, CN(C)C=O, c1c[nH]cn1. The product is COc1ccc(Br)c(CO[Si](C(C)C)(C(C)C)C(C)C)c1. RXN SMILES: [Br:1][c:2]1[c:3]([CH2:10][OH:11])[cH:4][c:5]([O:8][CH3:9])[cH:6][cH:7]1.[CH:17]([CH3:18])([CH3:19])[Si:20]([CH:21]([CH3:22])[CH3:23])([CH:24]([CH3:25])[CH3:26])[Cl:27].[O:28]=[CH:29][N:30]([CH3:31])[CH3:32].[nH:12]1[cH:13][cH:14][n:15][cH:16]1>>[Br:1][c:2]1[c:3]([CH2:10][O:11][Si:20]([CH:17]([CH3:18])[CH3:19])([CH:21]([CH3:22])[CH3:23])[CH:24]([CH3:25])[CH3:26])[cH:4][c:5]([O:8][CH3:9])[cH:6][cH:7]1. Starting materials: ClC=1C=C(C(=O)OC)C=C(N1)Cl (methyl 2,6-dichloro-isonicotinate), CS(=O)(=O)N (methanesulphonamide), P(=O)([O-])([O-])[O-].[K+].[K+].[K+] (potassium phosphate), CC1(C2=C(C(=CC=C2)P(C3=CC=CC=C3)C4=CC=CC=C4)OC5=C(C=CC=C51)P(C6=CC=CC=C6)C7=CC=CC=C7)C (Xantphos). The reagents and catalysts are C=1C=CC(=CC1)/C=C/C(=O)/C=C/C2=CC=CC=C2.C=1C=CC(=CC1)/C=C/C(=O)/C=C/C2=CC=CC=C2.C=1C=CC(=CC1)/C=C/C(=O)/C=C/C2=CC=CC=C2.[Pd].[Pd] (tris(dibenzylideneacetone)dipalladium). The solvent is O1CCOCC1 (dioxane). Yields the product ClC=1C=C(C(=O)OC)C=C(N1)NS(=O)(=O)C (methyl 2-chloro-6-methanesulphonylamino-isonicotinate). As a reaction SMILES: [Cl:1][C:2]1[CH:3]=[C:4]([CH:9]=[C:10](Cl)[N:11]=1)[C:5]([O:7][CH3:8])=[O:6].[CH3:13][S:14]([NH2:17])(=[O:16])=[O:15].P([O-])([O-])([O-])=O.[K+].[K+].[K+].CC1(C)C2C(=C(P(C3C=CC=CC=3)C3C=CC=CC=3)C=CC=2)OC2C(P(C3C=CC=CC=3)C3C=CC=CC=3)=CC=CC1=2>O1CCOCC1.C1C=CC(/C=C/C(/C=C/C2C=CC=CC=2)=O)=CC=1.C1C=CC(/C=C/C(/C=C/C2C=CC=CC=2)=O)=CC=1.C1C=CC(/C=C/C(/C=C/C2C=CC=CC=2)=O)=CC=1.[Pd].[Pd]>[Cl:1][C:2]1[CH:3]=[C:4]([CH:9]=[C:10]([NH:17][S:14]([CH3:13])(=[O:16])=[O:15])[N:11]=1)[C:5]([O:7][CH3:8])=[O:6] |f:2.3.4.5,8.9.10.11.12|. Procedure: Under a nitrogen atmosphere 10 g (49 mmol) methyl 2,6-dichloro-isonicotinate, 5.6 g (59 mmol) methanesulphonamide, 14 g (68 mmol) potassium phosphate, 1.7 g (2.9 mmol) Xantphos and 0.90 g tris(dibenzylideneacetone)dipalladium in 300 mL dioxane were stirred for 5 h at 100° C. The mixture was suction filtered through kieselguhr and evaporated down. The residue was stirred with ethanol and the solid was suction filtered. The reactants are Cl.ClC=1C=C2C=CC(=CC2=CC1)S(=O)(=O)N1CCN(CC1)C(=O)C=1SC=2CNCCC2N1 (1-[(6-chloronaphthalen-2-yl)sulfonyl]-4-[(4,5,6,7-tetrahydrothiazolo[5,4-c]pyridin-2-yl)carbonyl]piperazine hydrochloride), Cl.ClC=1C=C2C=CC(=CC2=CC1)S(=O)(=O)N1CCN(CC1)C(=O)C=1SC=2C(NC(CC2N1)N)C=NO (1-[(6-chloronaphthalen-2-yl)sulfonyl]-4-[(6-aminohydroxyiminomethyl-4,5,6,7-tetrahydrothiazolo[5,4-c]pyridin-2-yl)carbonyl]piperazine hydrochloride). The product is C(N)(=O)C1CC2=C(CN1)SC(=N2)C(=O)N2CCN(CC2)S(=O)(=O)C2=CC1=CC=C(C=C1C=C2)Cl (1-[(6-carbamoyl-4,5,6,7-tetrahydrothiazolo[5,4-c]pyridin-2-yl)carbonyl]-4-[(6-chloronaphthalen-2-yl)sulfonyl]piperazine). Reaction SMILES: Cl.[Cl:2][C:3]1[CH:4]=[C:5]2[C:10](=[CH:11][CH:12]=1)[CH:9]=[C:8]([S:13]([N:16]1[CH2:21][CH2:20][N:19]([C:22]([C:24]3[S:25][C:26]4[CH2:27][NH:28][CH2:29][CH2:30][C:31]=4[N:32]=3)=[O:23])[CH2:18][CH2:17]1)(=[O:15])=[O:14])[CH:7]=[CH:6]2.Cl.ClC1C=C2C(=CC=1)C=C(S(N1CC[N:51]([C:54](C3SC4C(C=NO)NC(N)CC=4N=3)=[O:55])CC1)(=O)=O)C=C2>>[C:54]([CH:29]1[NH:28][CH2:27][C:26]2[S:25][C:24]([C:22]([N:19]3[CH2:18][CH2:17][N:16]([S:13]([C:8]4[CH:7]=[CH:6][C:5]5[C:10](=[CH:11][CH:12]=[C:3]([Cl:2])[CH:4]=5)[CH:9]=4)(=[O:14])=[O:15])[CH2:21][CH2:20]3)=[O:23])=[N:32][C:31]=2[CH2:30]1)(=[O:55])[NH2:51] |f:0.1,2.3|. Procedure details: In a similar manner to Referential Example 33 and Example B-24 by using 1-[(6-chloronaphthalen-2-yl)sulfonyl]-4-[(4,5,6,7-tetrahydrothiazolo[5,4-c]pyridin-2-yl)carbonyl]piperazine hydrochloride as a starting material, 1-[(6-chloronaphthalen-2-yl)sulfonyl]-4-[(6-aminohydroxyiminomethyl-4,5,6,7-tetrahydrothiazolo[5,4-c]pyridin-2-yl)carbonyl]piperazine hydrochloride and also 1-[(6-carbamoyl-4,5,6,7-tetrahydrothiazolo[5,4-c]pyridin-2-yl)carbonyl]-4-[(6-chloronaphthalen-2-yl)sulfonyl]piperazine were ... Reactants: CS(=O)(=O)OC(C)C1=CC=C2OCCN3C=C(N=C3C2=C1)C1=NC=NN1C(C)C (1-{4-[1-(propan-2-yl)-1H-1,2,4-triazol-5-yl]-9-oxa-3,6-diazatricyclo[8.4.0.02,6]tetradeca1(14),2,4,10,12-pentaen-13-yl}ethyl methanesulfonate), N1CCC(CC1)C(C)(C)O (2-(piperidin-4-yl)propan-2-ol). Solvent: O1CCOCC1 (dioxane). Reaction conditions: temperature 90 celsius. Yields the product C(C)(C)N1N=CN=C1C=1N=C2N(CCOC3=C2C=C(C=C3)C(C)N3CCC(CC3)C(C)(C)O)C1 (2-(1-(1-(2-(1-isopropyl-1H-1,2,4-triazol-5-yl)-5,6-dihydrobenzo[f]imidazo[1,2-d][1,4]oxazepin-10-yl)ethyl)piperidin-4-yl)propan-2-ol). As a reaction SMILES: CS(O[CH:6]([C:8]1[CH:21]=[C:20]2[C:11]([O:12][CH2:13][CH2:14][N:15]3[C:19]2=[N:18][C:17]([C:22]2[N:26]([CH:27]([CH3:29])[CH3:28])[N:25]=[CH:24][N:23]=2)=[CH:16]3)=[CH:10][CH:9]=1)[CH3:7])(=O)=O.[NH:30]1[CH2:35][CH2:34][CH:33]([C:36]([OH:39])([CH3:38])[CH3:37])[CH2:32][CH2:31]1>O1CCOCC1>[CH:27]([N:26]1[C:22]([C:17]2[N:18]=[C:19]3[C:20]4[CH:21]=[C:8]([CH:6]([N:30]5[CH2:35][CH2:34][CH:33]([C:36]([OH:39])([CH3:38])[CH3:37])[CH2:32][CH2:31]5)[CH3:7])[CH:9]=[CH:10][C:11]=4[O:12][CH2:13][CH2:14][N:15]3[CH:16]=2)=[N:23][CH:24]=[N:25]1)([CH3:29])[CH3:28]. Procedure: To a solution of 1-{4-[1-(propan-2-yl)-1H-1,2,4-triazol-5-yl]-9-oxa-3,6-diazatricyclo[8.4.0.02,6]tetradeca1(14),2,4,10,12-pentaen-13-yl}ethyl methanesulfonate from Example 146 (123 mg, 0.295 mmol) in dioxane (15 mL) was added 2-(piperidin-4-yl)propan-2-ol (422 mg, 2.95 mmol). The mixture was heated at 90° C. overnight. The solvent was removed and the residue was purified by Combi-flash eluting with a 5-95% gradient of CH3CN in 0.3% NH4HCO3 to give 152. The enantiomers were separated by chiral SF... Starting materials: [Cl-].[NH4+] (amonium chloride), solution, C[Mg]I (methylmagnesium iodide), COC(\C=C\C1=CC=C(C=C1)CC=1C=NC=CC1)=O ((E)-3-[4-(3-Pyridylmethyl)phenyl]acrylic acid methyl ester), C(C)OCC (diethyl ether). Solvent: O1CCCC1 (tetrahydrofuran). Product: CC(C1=CC=C(C=C1)CC=1C=NC=CC1)O (α-Methyl-4-(3-pyridylmethyl)benzyl alcohol). RXN SMILES: C[Mg]I.COC(=O)/[CH:7]=[CH:8]/[C:9]1[CH:14]=[CH:13][C:12]([CH2:15][C:16]2[CH:17]=[N:18][CH:19]=[CH:20][CH:21]=2)=[CH:11][CH:10]=1.[Cl-].[NH4+].C([O:27]CC)C>O1CCCC1>[CH3:7][CH:8]([OH:27])[C:9]1[CH:14]=[CH:13][C:12]([CH2:15][C:16]2[CH:17]=[N:18][CH:19]=[CH:20][CH:21]=2)=[CH:11][CH:10]=1 |f:2.3|. Reported procedure: Under an atmosphere of nitrogen, 1.5 ml of a 3M solution of methylmagnesium iodide in diethyl ether were added to a solution of 830 mg of the aldehyde (prepared as described in Reference Example 1) in 20 ml of tetrahydrofuran at -70° C., the mixture was allowed to warm from -70° C. to room temperature over a period of one hour with stirring, poured into a saturated aqueous solution of amonium chloride, and extracted with diethyl ether. The extract was washed with water, and a saturated aqueous s... The reactants are NC1=C2C(C(=CN(C2=C(C(=C1F)F)F)C1CC1)C(=O)OCC)=O (ethyl 5-amino-1-cyclopropyl-6,7,8-trifluoro-1,4-dihydro-4-oxo-3-quinolinecarboxylate), Cl (hydrochloric acid). Run in C(C)O (ethanol). The product is NC1=C2C(C(=CN(C2=C(C(=C1F)F)F)C1CC1)C(=O)O)=O (5-Amino-1-cyclopropyl-6,7,8-trifluoro-1,4-dihydro-4-oxo-3-quinolinecarboxylic Acid). Isolated yield 96.1%. RXN SMILES: [NH2:1][C:2]1[C:11]([F:12])=[C:10]([F:13])[C:9]([F:14])=[C:8]2[C:3]=1[C:4](=[O:23])[C:5]([C:18]([O:20]CC)=[O:19])=[CH:6][N:7]2[CH:15]1[CH2:17][CH2:16]1.Cl>C(O)C>[NH2:1][C:2]1[C:11]([F:12])=[C:10]([F:13])[C:9]([F:14])=[C:8]2[C:3]=1[C:4](=[O:23])[C:5]([C:18]([OH:20])=[O:19])=[CH:6][N:7]2[CH:15]1[CH2:16][CH2:17]1. Procedure: A solution of 0.5 g (1.5 mmoles) of ethyl 5-amino-1-cyclopropyl-6,7,8-trifluoro-1,4-dihydro-4-oxo-3-quinolinecarboxylate, 5 ml of 6.0M hydrochloric acid and 5 ml of ethanol was heated at reflux for two hours. The solvent was removed in vacuo to give 430 mg of the title compound, mp 269-271° C. The reactants are FB(F)F, CCOCC, ClCCl, CC(C)(C)OC(=O)N1CC(c2ncc[nH]2)C1. The product is c1c[nH]c(C2CNC2)n1. RXN SMILES: [B:22]([F:23])([F:24])[F:25].[CH2:17]([O:18][CH2:19][CH3:20])[CH3:21].[Cl:26][CH2:27][Cl:28].[nH:1]1[c:2]([CH:6]2[CH2:7][N:8]([C:10]([O:11][C:12]([CH3:13])([CH3:14])[CH3:15])=[O:16])[CH2:9]2)[n:3][cH:4][cH:5]1>>[nH:1]1[c:2]([CH:6]2[CH2:7][NH:8][CH2:9]2)[n:3][cH:4][cH:5]1. Starting materials: COC1=C(C=CC=C1)C1CC(CC(C1)=O)=O (5-(2-methoxy-phenyl)-cyclohexane-1,3-dione), COC(N(C)C)OC (N,N-dimethylformamide dimethylacetal), ClC1=CC=C(C=C1)C1CC(C(C(C1)=O)=CN(C)C)=O (5-(4-chloro-phenyl)-2-dimethylaminomethylene-cyclohexane-1,3-dione). Conditions: time 2 hour. Product: CN(C)C=C1C(CC(CC1=O)C1=C(C=CC=C1)OC)=O (2-Dimethylaminomethylene-5-(2-methoxy-phenyl)-cyclohexane-1,3-dione). As a reaction SMILES: [CH3:1][O:2][C:3]1[CH:8]=[CH:7][CH:6]=[CH:5][C:4]=1[CH:9]1[CH2:14][C:13](=[O:15])[CH2:12][C:11](=[O:16])[CH2:10]1.CO[CH:19](OC)[N:20]([CH3:22])[CH3:21].ClC1C=CC(C2CC(=O)C(=CN(C)C)C(=O)C2)=CC=1>>[CH3:19][N:20]([CH:22]=[C:12]1[C:11](=[O:16])[CH2:10][CH:9]([C:4]2[CH:5]=[CH:6][CH:7]=[CH:8][C:3]=2[O:2][CH3:1])[CH2:14][C:13]1=[O:15])[CH3:21]. Procedure: The title compound was prepared from 5-(2-methoxy-phenyl)-cyclohexane-1,3-dione (386 mg, 1.77 mmol), example 1/a, and N,N-dimethylformamide dimethylacetal (2 ml), following the procedure described for 5-(4-chloro-phenyl)-2-dimethylaminomethylene-cyclohexane-1,3-dione (example 2/a stage 1) except that the reaction was run at 100° C. for 2 h, after which the solvent was removed by evaporation under reduced pressure to produce the title compound as a brown oil. The title compound was used without f...